From a dataset of the Open Reaction Database (ORD), a public repository of structured organic reaction records. describe an organic reaction: reactants, conditions, products, and yield Reactants: ClCC1=NC(=NO1)C1=CC(=CC=C1)F (5-(chloromethyl)-3-(3-fluorophenyl)-1,2,4-oxadiazole), CC=1SC2=C(N1)C=C(C=C2)OCC(CN2CCNCC2)O (1-(2-methylbenzothiazol-5-yloxy)-3-piperazine-1-yl-propan-2-ol), ( 6 ), C(C)(C)N(CC)C(C)C (diisopropylethylamine). The solvent is CCO (EtOH). Reaction conditions: temperature 90 celsius, time 8 hour. The product is FC=1C=C(C=CC1)C1=NOC(=N1)CN1CCN(CC1)CC(COC=1C=CC2=C(N=C(S2)C)C1)O (3-(4-{[3-(3-fluorophenyl)(1,2,4-oxadiazol-5-yl)]methyl}piperazinyl)-1-(2-methylbenzothiazol-5-yloxy)propan-2-ol). As a reaction SMILES: Cl[CH2:2][C:3]1[O:7][N:6]=[C:5]([C:8]2[CH:13]=[CH:12][CH:11]=[C:10]([F:14])[CH:9]=2)[N:4]=1.[CH3:15][C:16]1[S:17][C:18]2[CH:24]=[CH:23][C:22]([O:25][CH2:26][CH:27]([OH:35])[CH2:28][N:29]3[CH2:34][CH2:33][NH:32][CH2:31][CH2:30]3)=[CH:21][C:19]=2[N:20]=1.C(N(C(C)C)CC)(C)C>CCO>[F:14][C:10]1[CH:9]=[C:8]([C:5]2[N:4]=[C:3]([CH2:2][N:32]3[CH2:33][CH2:34][N:29]([CH2:28][CH:27]([OH:35])[CH2:26][O:25][C:22]4[CH:23]=[CH:24][C:18]5[S:17][C:16]([CH3:15])=[N:20][C:19]=5[CH:21]=4)[CH2:30][CH2:31]3)[O:7][N:6]=2)[CH:13]=[CH:12][CH:11]=1. Procedure: To 5-(chloromethyl)-3-(3-fluorophenyl)-1,2,4-oxadiazole (300 mg, 1.41 mmol) and 1-(2-methylbenzothiazol-5-yloxy)-3-piperazine-1-yl-propan-2-ol, a compound of formula (6) (291 mg, 0.94 mmol) in EtOH (20 mL, anhydrous) was added diisopropylethylamine (0.329 m, 1.89 mmol), and the reaction was shaken on a J-Kem™ block overnight at 90° C. Upon cooling to room temperature, the solution was concentrated to an oil and purified on an Isco™ Combi Flash Si 10X, using Redi Sep columns (10 g), eluting with ...